Dataset: the Open Reaction Database (ORD), a public repository of structured organic reaction records. Task: describe an organic reaction: reactants, conditions, products, and yield The reactants are C(Cl)(Cl)Cl (chloroform), C(C1=CC=CC=C1)OC=1C=C2CCC(=C(C2=CC1)F)C(=O)O[C@H](CCCC)C(F)(F)F ((R)1-trifluoromethylpentyl 6-benzyloxy-1-fluoro-3,4-dihydro-2-naphthalenecarboxylate), I[Si](C)(C)C (iodotrimethylsilane). Solvent: CO (methanol). Yields the product OC=1C=C2CCC(=C(C2=CC1)F)C(=O)O[C@H](CCCC)C(F)(F)F ((R)1-trifluoromethylpentyl 6-hydroxy-1-fluoro-3,4-dihydro-2-naphthalenecarboxylate). Isolated yield 36.5%. Reaction SMILES: C(Cl)(Cl)Cl.C([O:12][C:13]1[CH:14]=[C:15]2[C:20](=[CH:21][CH:22]=1)[C:19]([F:23])=[C:18]([C:24]([O:26][C@@H:27]([C:32]([F:35])([F:34])[F:33])[CH2:28][CH2:29][CH2:30][CH3:31])=[O:25])[CH2:17][CH2:16]2)C1C=CC=CC=1.I[Si](C)(C)C>CO>[OH:12][C:13]1[CH:14]=[C:15]2[C:20](=[CH:21][CH:22]=1)[C:19]([F:23])=[C:18]([C:24]([O:26][C@@H:27]([C:32]([F:33])([F:34])[F:35])[CH2:28][CH2:29][CH2:30][CH3:31])=[O:25])[CH2:17][CH2:16]2. Procedure: To 3.1 ml of a chloroform solution of 0.82 g (1.9 mmol) of the (R)1-trifluoromethylpentyl 6-benzyloxy-1-fluoro-3,4-dihydro-2-naphthalenecarboxylate obtained in the third step was dropwise added 134 μl (0.95 mmol) of iodotrimethylsilane, and they were reacted at room temperature for 30 minutes in a nitrogen atmosphere with stirring. Then, 10 ml of methanol was added to terminate the reaction. The reaction mixture was separated by column chromatography, to obtain 0.24 g of (R)1-trifluoromethylpent... Starting materials: ClC1=CC(=CC(=N1)NC1=CC=C(C=C1)OC(F)(F)F)N1CCCCC1 ((6′-chloro-3,4,5,6-tetrahydro-2H[1,4′]bipyridinyl-2′-yl)-(4-trifluoromethoxyphenyl)-amine), C([O-])([O-])=O.[Na+].[Na+] (sodium carbonate), O (water), CS(=O)(=O)C=1C=C(C=CC1)B(O)O (3-(methanesulphonyl)-phenyl boronic acid). Reagents/catalysts: [Pd].C1(=CC=CC=C1)P(C1=CC=CC=C1)C1=CC=CC=C1.C1(=CC=CC=C1)P(C1=CC=CC=C1)C1=CC=CC=C1.C1(=CC=CC=C1)P(C1=CC=CC=C1)C1=CC=CC=C1.C1(=CC=CC=C1)P(C1=CC=CC=C1)C1=CC=CC=C1 (tetrakis(triphenylphosphine) palladium(0)). Run in O1CCOCC1 (1,4-dioxane). The product is CS(=O)(=O)C=1C=C(C=CC1)C1=CC(=CC(=N1)NC1=CC=C(C=C1)OC(F)(F)F)N1CCCCC1 ([6′-(3-methanesulfonylphenyl)-3,4,5,6-tetrahydro-2H-[1,4′]bipyridinyl-2′-yl]-(4-trifluoromethoxyphenyl)-amine). Isolated yield 50.7%. RXN SMILES: Cl[C:2]1[N:7]=[C:6]([NH:8][C:9]2[CH:14]=[CH:13][C:12]([O:15][C:16]([F:19])([F:18])[F:17])=[CH:11][CH:10]=2)[CH:5]=[C:4]([N:20]2[CH2:25][CH2:24][CH2:23][CH2:22][CH2:21]2)[CH:3]=1.C(=O)([O-])[O-].[Na+].[Na+].[CH3:32][S:33]([C:36]1[CH:37]=[C:38](B(O)O)[CH:39]=[CH:40][CH:41]=1)(=[O:35])=[O:34].O>O1CCOCC1.[Pd].C1(P(C2C=CC=CC=2)C2C=CC=CC=2)C=CC=CC=1.C1(P(C2C=CC=CC=2)C2C=CC=CC=2)C=CC=CC=1.C1(P(C2C=CC=CC=2)C2C=CC=CC=2)C=CC=CC=1.C1(P(C2C=CC=CC=2)C2C=CC=CC=2)C=CC=CC=1>[CH3:32][S:33]([C:36]1[CH:41]=[C:40]([C:2]2[N:7]=[C:6]([NH:8][C:9]3[CH:14]=[CH:13][C:12]([O:15][C:16]([F:19])([F:18])[F:17])=[CH:11][CH:10]=3)[CH:5]=[C:4]([N:20]3[CH2:25][CH2:24][CH2:23][CH2:22][CH2:21]3)[CH:3]=2)[CH:39]=[CH:38][CH:37]=1)(=[O:35])=[O:34] |f:1.2.3,7.8.9.10.11|. Procedure details: To a solution of (6′-chloro-3,4,5,6-tetrahydro-2H[1,4′]bipyridinyl-2′-yl)-(4-trifluoromethoxyphenyl)-amine (200 mg, 0.53 mmol) in 1,4-dioxane (8 mL) were added sodium carbonate (1N solution; 228 mg, 2.12 mmol), and tetrakis(triphenylphosphine) palladium(0) (62 mg, 0.053 mmol), followed by 3-(methanesulphonyl)-phenyl boronic acid (215 mg, 1.06 mmol). This reaction mixture was refluxed for 12 hours, after which time water was added (10 mL) to the reaction mixture, and the product was extracted wit...